Dataset: the Open Reaction Database (ORD), a public repository of structured organic reaction records. Task: describe an organic reaction: reactants, conditions, products, and yield Reactants: CC#N, O=C(CCl)Nc1ccc2c(c1)COC(NC1CCc3ccccc31)=N2, c1c[nH]cn1. Yields the product O=C(Cn1ccnc1)Nc1ccc2c(c1)COC(NC1CCc3ccccc31)=N2. As a reaction SMILES: [CH3:31][C:32]#[N:33].[Cl:1][CH2:2][C:3](=[O:4])[NH:5][c:6]1[cH:7][c:8]2[c:9]([cH:24][cH:25]1)[N:10]=[C:11]([NH:14][CH:15]1[CH2:16][CH2:17][c:18]3[cH:19][cH:20][cH:21][cH:22][c:23]31)[O:12][CH2:13]2.[nH:26]1[cH:27][n:28][cH:29][cH:30]1>>[CH2:2]([C:3](=[O:4])[NH:5][c:6]1[cH:7][c:8]2[c:9]([cH:24][cH:25]1)[N:10]=[C:11]([NH:14][CH:15]1[CH2:16][CH2:17][c:18]3[cH:19][cH:20][cH:21][cH:22][c:23]31)[O:12][CH2:13]2)[n:26]1[cH:27][n:28][cH:29][cH:30]1. Reactants: C(=O)O (formic acid), NC=1C=C(C=CC1N)N1C(OC[C@@H]1C1=CC=CC=C1)=O ((S)-3-(3,4-diaminophenyl)-4-phenyloxazolidin-2-one), N (ammonia). Run in Cl (hydrochloric acid). Run at temperature 0 celsius. Yields the product N1C=NC2=C1C=C(C=C2)N2C(OC[C@@H]2C2=CC=CC=C2)=O ((S)-3-(1H-benzo[d]imidazol-6-yl)-4-phenyloxazolidin-2-one). Reaction SMILES: [NH2:1][C:2]1[CH:3]=[C:4]([N:9]2[C@@H:13]([C:14]3[CH:19]=[CH:18][CH:17]=[CH:16][CH:15]=3)[CH2:12][O:11][C:10]2=[O:20])[CH:5]=[CH:6][C:7]=1[NH2:8].[CH:21](O)=O.N>Cl>[NH:1]1[C:2]2[CH:3]=[C:4]([N:9]3[C@@H:13]([C:14]4[CH:19]=[CH:18][CH:17]=[CH:16][CH:15]=4)[CH2:12][O:11][C:10]3=[O:20])[CH:5]=[CH:6][C:7]=2[N:8]=[CH:21]1. Procedure: The (S)-3-(3,4-diaminophenyl)-4-phenyloxazolidin-2-one was dissolved in 2.5 mL of 5N aqueous hydrochloric acid and 0.25 mL of formic acid was added to the solution. The reaction was stirred at reflux for 1 h before the reaction was cooled down to 0° C. and the reaction mixture was neutralized with buffer (pH7) and conc. ammonia. The aqueous layer was than extracted by means of 25 mL dichloromethane three times. The organic layers were combined, dried, filtered and the solvent was removed under r... The reactants are FC(F)(F)Oc1ccc(Br)cc1, O=Cc1ccc(B(O)O)cc1, [K+], [K+], [K+], CN(C)C=O, O, O=P([O-])([O-])[O-], [Pd], c1ccc(P(c2ccccc2)c2ccccc2)cc1, c1ccc(P(c2ccccc2)c2ccccc2)cc1, c1ccc(P(c2ccccc2)c2ccccc2)cc1, c1ccc(P(c2ccccc2)c2ccccc2)cc1. The product is O=Cc1ccc(-c2ccc(OC(F)(F)F)cc2)cc1. Reaction SMILES: [Br:1][c:2]1[cH:3][cH:4][c:5]([O:8][C:9]([F:10])([F:11])[F:12])[cH:6][cH:7]1.[CH:13](=[O:14])[c:15]1[cH:16][cH:17][c:18]([B:21]([OH:22])[OH:23])[cH:19][cH:20]1.[K+:29].[K+:30].[K+:31].[O:33]=[CH:34][N:35]([CH3:36])[CH3:37].[OH2:32].[P:24]([O-:25])([O-:26])([O-:27])=[O:28].[Pd:38].[c:39]1([P:40]([c:41]2[cH:42][cH:43][cH:44][cH:45][cH:46]2)[c:47]2[cH:48][cH:49][cH:50][cH:51][cH:52]2)[cH:53][cH:54][cH:55][cH:56][cH:57]1.[c:58]1([P:59]([c:60]2[cH:61][cH:62][cH:63][cH:64][cH:65]2)[c:66]2[cH:67][cH:68][cH:69][cH:70][cH:71]2)[cH:72][cH:73][cH:74][cH:75][cH:76]1.[c:77]1([P:78]([c:79]2[cH:80][cH:81][cH:82][cH:83][cH:84]2)[c:85]2[cH:86][cH:87][cH:88][cH:89][cH:90]2)[cH:91][cH:92][cH:93][cH:94][cH:95]1.[c:96]1([P:97]([c:98]2[cH:99][cH:100][cH:101][cH:102][cH:103]2)[c:104]2[cH:105][cH:106][cH:107][cH:108][cH:109]2)[cH:110][cH:111][cH:112][cH:113][cH:114]1>>[c:2]1(-[c:18]2[cH:17][cH:16][c:15]([CH:13]=[O:14])[cH:20][cH:19]2)[cH:3][cH:4][c:5]([O:8][C:9]([F:10])([F:11])[F:12])[cH:6][cH:7]1. Starting materials: ClC=1C=CC2=C([C@H](O[C@@H](C(N2CC(CN(C)C)(C)C)=O)CC(=O)OCC)C2=CC=CC3=CC=CC=C23)C1 (Ethyl trans-7-chloro-5-(1-naphthyl)-1-(2,2-dimethyl-3-dimethylamino-propyl)-2- oxo-1,2,3,5-tetrahydro-4,1-benzoxazepine-3-acetate), C([O-])([O-])=O.[K+].[K+] (potassium carbonate), Cl (HCl). The solvent is CO (MeOH), O (water). The product is ClC=1C=CC2=C([C@H](O[C@@H](C(N2CC(CN(C)C)(C)C)=O)CC(=O)O)C2=CC=CC3=CC=CC=C23)C1 (Trans-7-chloro-5-(1 -naphthyl)-1-(2,2-dimethyl-3-dimethylaminopropyl)-2-oxo-1,2,3,5-tetrahydro-4,1-benzoxazepine-3-acetic acid). Isolated yield 76.9%. Reaction SMILES: [Cl:1][C:2]1[CH:3]=[CH:4][C:5]2[N:11]([CH2:12][C:13]([CH3:19])([CH3:18])[CH2:14][N:15]([CH3:17])[CH3:16])[C:10](=[O:20])[C@@H:9]([CH2:21][C:22]([O:24]CC)=[O:23])[O:8][C@H:7]([C:27]3[C:36]4[C:31](=[CH:32][CH:33]=[CH:34][CH:35]=4)[CH:30]=[CH:29][CH:28]=3)[C:6]=2[CH:37]=1.C(=O)([O-])[O-].[K+].[K+].Cl>CO.O>[Cl:1][C:2]1[CH:3]=[CH:4][C:5]2[N:11]([CH2:12][C:13]([CH3:18])([CH3:19])[CH2:14][N:15]([CH3:16])[CH3:17])[C:10](=[O:20])[C@@H:9]([CH2:21][C:22]([OH:24])=[O:23])[O:8][C@H:7]([C:27]3[C:36]4[C:31](=[CH:32][CH:33]=[CH:34][CH:35]=4)[CH:30]=[CH:29][CH:28]=3)[C:6]=2[CH:37]=1 |f:1.2.3|. Reported procedure: Ethyl trans-7-chloro-5-(1-naphthyl)-1-(2,2-dimethyl-3-dimethylamino-propyl)-2- oxo-1,2,3,5-tetrahydro-4,1-benzoxazepine-3-acetate (212 mg, 0.41 mmol) and potassium carbonate (112 mg, 0.83 mmol) were stirred in a mixture of MeOH (8 ml) and water (2.5 ml) for 18 hours at 60° C. The mixture was cooled to room temperature, acidified to pH 2 with 2N HCl and extracted several times with ethyl acetate. The combined organic layers were dried with MgSO4. The filtrate was concentrated under reduced pressu... Reactants: BrC=1C=C2C(=C(C=NC2=CC1)C#N)Cl (6-bromo-4-chloroquinoline-3-carbonitrile), Cl.Cl.CN([C@@H]1CC[C@H](CC1)N)C (trans-N1,N1-dimethylcyclohexane-1,4-diamine dihydrochloride). Product: BrC=1C=C2C(=C(C=NC2=CC1)C#N)N[C@@H]1CC[C@H](CC1)N(C)C (6-bromo-4-((trans-4-(dimethylamino)cyclohexyl)amino)quinoline-3-carbonitrile). The yield is 15.3%. RXN SMILES: [Br:1][C:2]1[CH:3]=[C:4]2[C:9](=[CH:10][CH:11]=1)[N:8]=[CH:7][C:6]([C:12]#[N:13])=[C:5]2Cl.Cl.Cl.[CH3:17][N:18]([CH3:26])[C@H:19]1[CH2:24][CH2:23][C@H:22]([NH2:25])[CH2:21][CH2:20]1>>[Br:1][C:2]1[CH:3]=[C:4]2[C:9](=[CH:10][CH:11]=1)[N:8]=[CH:7][C:6]([C:12]#[N:13])=[C:5]2[NH:25][C@H:22]1[CH2:23][CH2:24][C@H:19]([N:18]([CH3:26])[CH3:17])[CH2:20][CH2:21]1 |f:1.2.3|. Reported procedure: Following general procedure C, 6-bromo-4-chloroquinoline-3-carbonitrile (262 mg, 0.98 mmol) was reacted with trans-N1,N1-dimethylcyclohexane-1,4-diamine dihydrochloride (422 mg, 1.96 mmol) to afford the desired product (56 mg, 15%) as a yellow solid. ESI MS m/z 373 [C18H21BrN4+H]+ Conditions: time 8 hour. The reactants are C(C)#N (acetonitrile), COC1=NC=CC=C1CCl (2-methoxy-3-(chloromethyl)pyridine), C1C(CCCC1)COC1=C(C=CC=C1)/C=C/C1CCNCC1 (4-[(E)-2-[(2-cyclohexylmethyloxy)phenyl]-1-ethenyl]piperidine), C([O-])([O-])=O.[K+].[K+] (potassium carbonate). Yields the product COC1=NC=CC=C1CN1CCC(CC1)\C=C\C1=C(C=CC=C1)OCC1CCCCC1 (1-[(2-Methoxy-3-pyridinyl)methyl]-4-[(E)-2-[(2-cyclohexylmethyloxy)phenyl)-1-etheny]piperidine). Reaction SMILES: C(#N)C.[CH3:4][O:5][C:6]1[C:11]([CH2:12]Cl)=[CH:10][CH:9]=[CH:8][N:7]=1.[CH2:14]1[CH2:19][CH2:18][CH2:17][CH2:16][CH:15]1[CH2:20][O:21][C:22]1[CH:27]=[CH:26][CH:25]=[CH:24][C:23]=1/[CH:28]=[CH:29]/[CH:30]1[CH2:35][CH2:34][NH:33][CH2:32][CH2:31]1.C(=O)([O-])[O-].[K+].[K+]>C(OCC)(=O)C>[CH3:4][O:5][C:6]1[C:11]([CH2:12][N:33]2[CH2:34][CH2:35][CH:30](/[CH:29]=[CH:28]/[C:23]3[CH:24]=[CH:25][CH:26]=[CH:27][C:22]=3[O:21][CH2:20][CH:15]3[CH2:14][CH2:19][CH2:18][CH2:17][CH2:16]3)[CH2:31][CH2:32]2)=[CH:10][CH:9]=[CH:8][N:7]=1 |f:3.4.5|. Run in C(C)(=O)OCC (Ethyl acetate). Yield: 72.0%. Reported procedure: To acetonitrile (10 ml) were added 500 mg of 2-methoxy-3-(chloromethyl)pyridine, 1.04 g of 4-[(E)-2-[(2-cyclohexylmethyloxy)phenyl]-1-ethenyl]piperidine and 531 mg of potassium carbonate, followed by stirring at room temperature overnight. Ethyl acetate was added to the reaction solution, and the mixture was filtered through alumina-silica gel. Then, the solvent was evaporated, and the crude product was purified by silica gel column chromatography (hexane:ethyl acetate=8:1), to give 961 mg of th...